This data is from the Open Reaction Database (ORD), a public repository of structured organic reaction records. The task is: describe an organic reaction: reactants, conditions, products, and yield Reactants: 10, ClC(C=1C=CC2=C(N(N=N2)C)C1)C1=CC=C(C=C1)C=1OCC(N1)(C)C (6-[chloro[4-(4,5-dihydro-4,4-dimethyl-2-oxazolyl)phenyl]methyl]-1-methyl-1H-benzotriazole), N1C=NC=C1 (1H-imidazole). Solvent: C(C)#N (acetonitrile). The product is CC1(N=C(OC1)C1=CC=C(C=C1)C(C=1C=CC2=C(N(N=N2)C)C1)N1C=NC=C1)C (6-[[4-(4,5-dihydro-4,4-dimethyl-2-oxazolyl)phenyl](1H-imidazol-1-yl)methyl]-1-methyl-1H-benzotriazole). Isolated yield 65.6%. As a reaction SMILES: Cl[CH:2]([C:13]1[CH:18]=[CH:17][C:16]([C:19]2[O:20][CH2:21][C:22]([CH3:25])([CH3:24])[N:23]=2)=[CH:15][CH:14]=1)[C:3]1[CH:4]=[CH:5][C:6]2[N:10]=[N:9][N:8]([CH3:11])[C:7]=2[CH:12]=1.[NH:26]1[CH:30]=[CH:29][N:28]=[CH:27]1>C(#N)C>[CH3:24][C:22]1([CH3:25])[CH2:21][O:20][C:19]([C:16]2[CH:17]=[CH:18][C:13]([CH:2]([N:26]3[CH:30]=[CH:29][N:28]=[CH:27]3)[C:3]3[CH:4]=[CH:5][C:6]4[N:10]=[N:9][N:8]([CH3:11])[C:7]=4[CH:12]=3)=[CH:14][CH:15]=2)=[N:23]1. Procedure: A solution of 10 parts of 6-[chloro[4-(4,5-dihydro-4,4-dimethyl-2-oxazolyl)phenyl]methyl]-1-methyl-1H-benzotriazole and 10 parts of 1H-imidazole in 80 parts of acetonitrile was stirred for 4 hours at reflux temperature. The reaction mixture was evaporated and the product was extracted with ethyl acetate. The extract was washed with a diluted potassium carbonate solution, dried, filtered and evaporated. The residue was purified by column chromatography over silica gel using a mixture of dichlorom... Reactants: CN1CCNCC1, CCO, O=c1[nH]c2c([nH]c1=O)C(Cl)c1ccccc1-2, C1CCOC1. The product is CN1CCN(C2c3ccccc3-c3[nH]c(=O)c(=O)[nH]c32)CC1. RXN SMILES: [CH3:17][N:18]1[CH2:19][CH2:20][NH:21][CH2:22][CH2:23]1.[CH3:29][CH2:30][OH:31].[Cl:1][CH:2]1[c:3]2[cH:4][cH:5][cH:6][cH:7][c:8]2-[c:9]2[nH:10][c:11](=[O:16])[c:12](=[O:15])[nH:13][c:14]21.[O:24]1[CH2:25][CH2:26][CH2:27][CH2:28]1>>[CH:2]1([N:21]2[CH2:20][CH2:19][N:18]([CH3:17])[CH2:23][CH2:22]2)[c:3]2[cH:4][cH:5][cH:6][cH:7][c:8]2-[c:9]2[nH:10][c:11](=[O:16])[c:12](=[O:15])[nH:13][c:14]21.